From a dataset of the Open Reaction Database (ORD), a public repository of structured organic reaction records. describe an organic reaction: reactants, conditions, products, and yield The reactants are C1CCNCC1, CS(=O)(=O)N1CCN(c2ccc(Br)cc2)CC1, [Cu]I, Cl[Pd]Cl, C#Cc1ccccc1, c1ccc(P(c2ccccc2)c2ccccc2)cc1, c1ccc(P(c2ccccc2)c2ccccc2)cc1, c1ccc(P(c2ccccc2)c2ccccc2)cc1. Yields the product CS(=O)(=O)N1CCN(c2ccc(C#Cc3ccccc3)cc2)CC1. As a reaction SMILES: [CH2:45]1[CH2:46][CH2:47][NH:48][CH2:49][CH2:50]1.[CH3:1][S:2](=[O:3])(=[O:4])[N:5]1[CH2:6][CH2:7][N:8]([c:11]2[cH:12][cH:13][c:14]([Br:17])[cH:15][cH:16]2)[CH2:9][CH2:10]1.[Cu:51][I:52].[Pd:53]([Cl:54])[Cl:55].[c:18]1([C:24]#[CH:25])[cH:19][cH:20][cH:21][cH:22][cH:23]1.[c:26]1([P:27]([c:28]2[cH:29][cH:30][cH:31][cH:32][cH:33]2)[c:34]2[cH:35][cH:36][cH:37][cH:38][cH:39]2)[cH:40][cH:41][cH:42][cH:43][cH:44]1.[c:56]1([P:57]([c:58]2[cH:59][cH:60][cH:61][cH:62][cH:63]2)[c:64]2[cH:65][cH:66][cH:67][cH:68][cH:69]2)[cH:70][cH:71][cH:72][cH:73][cH:74]1.[c:75]1([P:76]([c:77]2[cH:78][cH:79][cH:80][cH:81][cH:82]2)[c:83]2[cH:84][cH:85][cH:86][cH:87][cH:88]2)[cH:89][cH:90][cH:91][cH:92][cH:93]1>>[CH3:1][S:2](=[O:3])(=[O:4])[N:5]1[CH2:6][CH2:7][N:8]([c:11]2[cH:12][cH:13][c:14]([C:25]#[C:24][c:18]3[cH:19][cH:20][cH:21][cH:22][cH:23]3)[cH:15][cH:16]2)[CH2:9][CH2:10]1. The reactants are C(C)OC(=O)C=1C(=NC=NC1)Cl (4-chloropyrimidine-5-carboxylic acid ethyl ester), ClC1=C(C=C(C=C1)Cl)O (2,5-dichlorophenol), C([O-])([O-])=O.[Cs+].[Cs+] (cesium carbonate). Reagents/catalysts: F[P-](F)(F)(F)(F)F.[Cu+].C(C)#N.C(C)#N.C(C)#N.C(C)#N (tetrakis(acetonitrile) copper(I) hexafluorophosphate). Solvent: C1(=CC=CC=C1)C (toluene). Yields the product C(C)OC(=O)C=1C(=NC=NC1)OC1=C(C=CC(=C1)Cl)Cl (4-(2,5-Dichloro-phenoxy)-pyrimidine-5-carboxylic acid ethyl ester). Reaction SMILES: [CH2:1]([O:3][C:4]([C:6]1[C:7](Cl)=[N:8][CH:9]=[N:10][CH:11]=1)=[O:5])[CH3:2].[Cl:13][C:14]1[CH:19]=[CH:18][C:17]([Cl:20])=[CH:16][C:15]=1[OH:21].C(=O)([O-])[O-].[Cs+].[Cs+]>C1(C)C=CC=CC=1.F[P-](F)(F)(F)(F)F.[Cu+].C(#N)C.C(#N)C.C(#N)C.C(#N)C>[CH2:1]([O:3][C:4]([C:6]1[C:7]([O:21][C:15]2[CH:16]=[C:17]([Cl:20])[CH:18]=[CH:19][C:14]=2[Cl:13])=[N:8][CH:9]=[N:10][CH:11]=1)=[O:5])[CH3:2] |f:2.3.4,6.7.8.9.10.11|. Procedure details: To a solution of 420 mg (2.25 mmol) 4-chloropyrimidine-5-carboxylic acid ethyl ester (commercially available, CAS RN 41103-17-7) and 440 mg (2.7 mmol) 2,5-dichlorophenol (commercially available, CAS RN 583-78-8) in 2.5 mL toluene were added 688 mg (5.17 mmol) cesium carbonate and 168 mg (0.45 mmol) tetrakis(acetonitrile) copper(I) hexafluorophosphate (commercially available, CAS RN 64443-05-6). The reaction was heated to reflux for 2.5 h. The solvent was evaporated and the crude reaction product... Reactants: C(C=1C(O)=CC=CC1)=O (Salicylaldehyde), NC1=C2C(=NC=N1)N(N=C2C2=CC=C(C=C2)N)C2CCN(CC2)C(=O)OC(C)(C)C (tert-butyl 4-[4-amino-3-(4-aminophenyl)-1H-pyrazolo[3,4-d]pyrimidin-1-yl]-1-piperidinecarboxylate). The solvent is C(C)O (ethanol). Run at time 48 hour. Product: NC1=C2C(=NC=N1)N(N=C2C2=CC=C(C=C2)N=CC2=C(C=CC=C2)O)C2CCN(CC2)C(=O)OC(C)(C)C (tert-butyl 4-[4-amino-3-(4-{[-1-(2-hydroxyphenyl)methylidene]amino}phenyl)-1H-pyrazolo[3,4-d]pyrimidin-1-yl]-1-piperidinecarboxylate). RXN SMILES: [CH:1](=O)[C:2]1[C:3](=[CH:5][CH:6]=[CH:7][CH:8]=1)[OH:4].[NH2:10][C:11]1[N:16]=[CH:15][N:14]=[C:13]2[N:17]([CH:27]3[CH2:32][CH2:31][N:30]([C:33]([O:35][C:36]([CH3:39])([CH3:38])[CH3:37])=[O:34])[CH2:29][CH2:28]3)[N:18]=[C:19]([C:20]3[CH:25]=[CH:24][C:23]([NH2:26])=[CH:22][CH:21]=3)[C:12]=12>C(O)C>[NH2:10][C:11]1[N:16]=[CH:15][N:14]=[C:13]2[N:17]([CH:27]3[CH2:32][CH2:31][N:30]([C:33]([O:35][C:36]([CH3:39])([CH3:38])[CH3:37])=[O:34])[CH2:29][CH2:28]3)[N:18]=[C:19]([C:20]3[CH:25]=[CH:24][C:23]([N:26]=[CH:1][C:2]4[CH:8]=[CH:7][CH:6]=[CH:5][C:3]=4[OH:4])=[CH:22][CH:21]=3)[C:12]=12. Procedure details: Salicylaldehyde (0.063 g, 0.000513 mol) and tert-butyl 4-[4-amino-3-(4-aminophenyl)-1H-pyrazolo[3,4-d]pyrimidin-1-yl]-1-piperidinecarboxylate (0.200 g, 0.000489 mol) were combined in absolute ethanol (5 mL) and stirred at ambient temperature for 48 hours. The reaction mixture was concentrated under reduced pressure and the residue dried overnight to yield tert-butyl 4-[4-amino-3-(4-{[-1-(2-hydroxyphenyl)methylidene]amino}phenyl)-1H-pyrazolo[3,4-d]pyrimidin-1-yl]-1-piperidinecarboxylate which was... Reactants: FC=1C=CC(=C(C1)C1=C2C(=NC=C1)NC(=C2)C2=CCC1(OCCO1)CC2)OC (4-(5-fluoro-2-methoxyphenyl)-2-(1,4-dioxaspiro[4.5]dec-7-en-8-yl)-1H-pyrrolo[2,3-b]pyridine), FC(C(=O)O)(F)F (trifluoroacetic acid). The solvent is ClCCl (dichloromethane). Run at time 8 hour. The product is FC=1C=CC(=C(C1)C1=C2C(=NC=C1)NC(=C2)C2=CCC(CC2)=O)OC (4-(4-(5-fluoro-2-methoxyphenyl)-1H-pyrrolo[2,3-b]pyridin-2-yl)cyclohex-3-enone). Reaction SMILES: [F:1][C:2]1[CH:3]=[CH:4][C:5]([O:27][CH3:28])=[C:6]([C:8]2[CH:13]=[CH:12][N:11]=[C:10]3[NH:14][C:15]([C:17]4[CH2:26][CH2:25][C:20]5(OCC[O:21]5)[CH2:19][CH:18]=4)=[CH:16][C:9]=23)[CH:7]=1.FC(F)(F)C(O)=O>ClCCl>[F:1][C:2]1[CH:3]=[CH:4][C:5]([O:27][CH3:28])=[C:6]([C:8]2[CH:13]=[CH:12][N:11]=[C:10]3[NH:14][C:15]([C:17]4[CH2:26][CH2:25][C:20](=[O:21])[CH2:19][CH:18]=4)=[CH:16][C:9]=23)[CH:7]=1. Procedure: To a solution of Example 241A (3.7 g, 9.73 mmol) in 30 mL dichloromethane was added excess trifluoroacetic acid (6 mL). The mixture was stirred at room temperature overnight and the solvent was removed in vacuo. The residue was dissolved in 50 mL ethyl acetate and washed with saturated sodium bicarbonate, water, and brine, dried over magnesium sulfate, filtered and concentrated. The crude material was triturated with ethyl acetate and the solid was filtered and dried in vacuo to give the title c... Reactants: [BH4-].[Na+] (Sodium borohydride), CC=1N=C(N=NC1C1=CC=CC=C1)SC (5-methyl-3-methylthio-6-phenyl-1,2,4-triazine), C(C)(=O)OCC (ethyl acetate). The solvent is O1CCCC1 (tetrahydrofuran). Yields the product CC1N=C(NN=C1C1=CC=CC=C1)SC (5-methyl-3-methylthio-6-phenyl-2,5-dihydro-1,2,4-triazine). Isolated yield 34.3%. Reaction SMILES: [BH4-].[Na+].[CH3:3][C:4]1[N:5]=[C:6]([S:16][CH3:17])[N:7]=[N:8][C:9]=1[C:10]1[CH:15]=[CH:14][CH:13]=[CH:12][CH:11]=1.C(OCC)(=O)C>O1CCCC1>[CH3:3][CH:4]1[C:9]([C:10]2[CH:15]=[CH:14][CH:13]=[CH:12][CH:11]=2)=[N:8][NH:7][C:6]([S:16][CH3:17])=[N:5]1 |f:0.1|. Procedure details: Sodium borohydride (3.4 g) was added portionwise to a stirred solution of 5-methyl-3-methylthio-6-phenyl-1,2,4-triazine (10 g) in tetrahydrofuran (25 ml). To the reaction mixture was added ethyl acetate, and the mixture was washed successively with 1N-hydrochloric acid, water and brine, dried over sodium sulfate, and concentrated to dryness. The residual solid was recrystallized from a mixture of ethanol and water to give 5-methyl-3-methylthio-6-phenyl-2,5-dihydro-1,2,4-triazine (3.46 g), m.p. 1... Reactants: C(=O)([O-])[O-].[Cs+].[Cs+] (Cs2CO3), NC=1C=NC=CC1[C@@H]1C[C@@H]([C@H]2[C@H](N(C(O2)=O)C(=O)OC(C)(C)C)C1)C ((3aR,5R,7S,7aS)-tert-butyl 5-(3-aminopyridin-4-yl)-7-methyl-2-oxohexahydrobenzo[d]oxazole-3(2H)-carboxylate), FC1=C(C(=CC=C1)F)C1=C(C=CC(=N1)C(=O)O)F (6-(2,6-difluorophenyl)-5-fluoropicolinic acid), aza-HOBt, C(CCl)Cl (EDC). Solvent: CCO (EtOH), CN(C)C=O (DMF), CCOC(=O)C (EtOAc). Conditions: time 16 hour. Yields the product FC1=C(C(=CC=C1)F)C1=C(C=CC(=N1)C(=O)NC=1C=NC=CC1[C@@H]1C[C@@H]([C@@H]([C@@H](C1)NC(OC(C)(C)C)=O)O)C)F (tert-butyl (1R,2S,3S,5R)-5-(3-(6-(2,6-difluorophenyl)-5-fluoropicolinamido)pyridin-4-yl)-2-hydroxy-3-methylcyclohexylcarbamate). Isolated yield 100.0%. RXN SMILES: [NH2:1][C:2]1[CH:3]=[N:4][CH:5]=[CH:6][C:7]=1[C@H:8]1[CH2:24][C@H:12]2[N:13]([C:17]([O:19][C:20]([CH3:23])([CH3:22])[CH3:21])=[O:18])C(=O)[O:15][C@H:11]2[C@@H:10]([CH3:25])[CH2:9]1.[F:26][C:27]1[CH:32]=[CH:31][CH:30]=[C:29]([F:33])[C:28]=1[C:34]1[N:39]=[C:38]([C:40](O)=[O:41])[CH:37]=[CH:36][C:35]=1[F:43].C(Cl)CCl.C([O-])([O-])=O.[Cs+].[Cs+]>CN(C=O)C.CCOC(C)=O.CCO>[F:26][C:27]1[CH:32]=[CH:31][CH:30]=[C:29]([F:33])[C:28]=1[C:34]1[N:39]=[C:38]([C:40]([NH:1][C:2]2[CH:3]=[N:4][CH:5]=[CH:6][C:7]=2[C@H:8]2[CH2:24][C@@H:12]([NH:13][C:17](=[O:18])[O:19][C:20]([CH3:22])([CH3:23])[CH3:21])[C@@H:11]([OH:15])[C@@H:10]([CH3:25])[CH2:9]2)=[O:41])[CH:37]=[CH:36][C:35]=1[F:43] |f:3.4.5|. Procedure details: To a solution of (3aR,5R,7S,7aS)-tert-butyl 5-(3-aminopyridin-4-yl)-7-methyl-2-oxohexahydrobenzo[d]oxazole-3(2H)-carboxylate (1.0 equiv.) in DMF (0.2 M) was added 6-(2,6-difluorophenyl)-5-fluoropicolinic acid (1.3 equiv.), aza-HOBt (1.3 equiv.) and EDC (1.3 equiv.). The mixture was stirred at rt for 16 hrs. The solution was diluted with EtOAc, washed with H2O, 1N NaOH, NaCl(sat), dried over MgSO4, filtered and concentrated to yield crude protected amide. The material was dissolved in EtOH (0.45 ... Starting materials: CS(C)=O, CCN(C(C)C)C(C)C, O, O=C(Nc1ccncc1)OCC(Cl)(Cl)Cl, c1cc(-c2nsc(N3CCNCC3)n2)cs1. Yields the product O=C(Nc1ccncc1)N1CCN(c2nc(-c3ccsc3)ns2)CC1. As a reaction SMILES: [CH3:42][S:43](=[O:44])[CH3:45].[CH:32]([N:33]([CH:34]([CH3:35])[CH3:36])[CH2:37][CH3:38])([CH3:39])[CH3:40].[OH2:41].[n:1]1[cH:2][cH:3][c:4]([NH:7][C:8]([O:9][CH2:10][C:11]([Cl:12])([Cl:13])[Cl:14])=[O:15])[cH:5][cH:6]1.[s:16]1[cH:17][c:18](-[c:21]2[n:22][s:23][c:24]([N:26]3[CH2:27][CH2:28][NH:29][CH2:30][CH2:31]3)[n:25]2)[cH:19][cH:20]1>>[n:1]1[cH:2][cH:3][c:4]([NH:7][C:8](=[O:15])[N:29]2[CH2:28][CH2:27][N:26]([c:24]3[s:23][n:22][c:21](-[c:18]4[cH:17][s:16][cH:20][cH:19]4)[n:25]3)[CH2:31][CH2:30]2)[cH:5][cH:6]1.